Dataset: the Open Reaction Database (ORD), a public repository of structured organic reaction records. Task: describe an organic reaction: reactants, conditions, products, and yield The reactants are BrC=1C=C(C=NC1)OC[C@H]1N(CCC1)C (5-bromo-3-(1-methyl-2-(S)-pyrrolidinylmethoxy)pyridine), C1(=C(C=CC=C1)P(C1=C(C=CC=C1)C)C1=C(C=CC=C1)C)C (tri-o-tolylphosphine), C(C)#N (acetonitrile), amine, C([O-])(O)=O.[Na+] (sodium bicarbonate). Reagents/catalysts: C(C)(=O)[O-].[Pd+2].C(C)(=O)[O-] (palladium acetate). Solvent: C(C)N(CC)CC (triethylamine). Reaction conditions: temperature 100 celsius. The product is COC(=O)C=CC=1C=C(C=NC1)OC[C@H]1N(CCC1)C (5-(2-(Methoxycarbonyl)ethenyl)-3-(1-methyl-2-(S)-pyrrolidinylmethoxy)pyridine). Yield: 74.0%. Reaction SMILES: Br[C:2]1[CH:3]=[C:4]([O:8][CH2:9][C@@H:10]2[CH2:14][CH2:13][CH2:12][N:11]2[CH3:15])[CH:5]=[N:6][CH:7]=1.[C:16]1(C)C=CC=C[C:17]=1P(C1C=CC=CC=1C)C1C=CC=CC=1C.[C:38](=[O:41])(O)[O-:39].[Na+].[C:43](#N)C>C(N(CC)CC)C.C([O-])(=O)C.[Pd+2].C([O-])(=O)C>[CH3:43][O:39][C:38]([CH:16]=[CH:17][C:2]1[CH:3]=[C:4]([O:8][CH2:9][C@@H:10]2[CH2:14][CH2:13][CH2:12][N:11]2[CH3:15])[CH:5]=[N:6][CH:7]=1)=[O:41] |f:2.3,6.7.8|. Procedure details: To a solution of 5-bromo-3-(1-methyl-2-(S)-pyrrolidinylmethoxy)pyridine (272.0 mg, 1.0 mmol) in acetonitrile (3.0 mL) and triethylamine (2.5 mL) was added methyl acyrate (0.360 mL, 4.0 mmol), palladium acetate (23.0 mg, 0.1 mmol) and tri-o-tolylphosphine (122.0 mg). After being heated in a sealed tube at 100° C. overnight, the resulting mixture was cooled to room temperature. A minimum amount of saturated sodium bicarbonate was added to free the amine, and the mixture was extracted with EtOAc, d... The reactants are C(C)N(S(=O)(=O)C=1C(=CC=CC1)S(=O)(=O)N)CC (N,N-diethyl-1,2-benzenedisulfonamide), C(CCC)N=C=O (n-butylisocyanate), 1,4-diaza[2,2,2]bicyclooctane, liquid, C(=O)(Cl)Cl (phosgene). Run in xylenes. Run at time 0.5 hour. Yields the product C(C)N(S(=O)(=O)C1=C(C=CC=C1)S(=O)(=O)N=C=O)CC (o-N,N-Diethylsulfamoylbenzenesulfonyl isocyanate). Reaction SMILES: [CH2:1]([N:3]([CH2:17][CH3:18])[S:4]([C:7]1[C:8]([S:13]([NH2:16])(=[O:15])=[O:14])=[CH:9][CH:10]=[CH:11][CH:12]=1)(=[O:6])=[O:5])[CH3:2].C(N=[C:24]=[O:25])CCC.C(Cl)(Cl)=O>>[CH2:17]([N:3]([CH2:1][CH3:2])[S:4]([C:7]1[CH:12]=[CH:11][CH:10]=[CH:9][C:8]=1[S:13]([N:16]=[C:24]=[O:25])(=[O:14])=[O:15])(=[O:6])=[O:5])[CH3:18]. Reported procedure: A solution of 13.2 g of N,N-diethyl-1,2-benzenedisulfonamide, 4.5 g of n-butylisocyanate, and 0.2 g of 1,4-diaza[2,2,2]bicyclooctane (DABCO) in 90 ml of mixed xylenes was heated to 135°. To this solution was added 3.3 ml of liquid phosgene at such a rate that the temperature was maintained between 125 and 135° (about 2 hours). The temperature was kept at 130° for 1/2 hour after the addition. The solution was cooled and filtered to remove a small amount of insoluble solid then concentrated at 60°... The product is CCC(C)(CC)C(=O)COc1ccc(Cl)cc1Cl. Reactants: O=C([O-])[O-], CN(C)C=O, CCC(C)(CC)C(=O)CCl, [K+], [K+], Oc1ccc(Cl)cc1Cl. Reaction SMILES: [C:11](=[O:12])([O-:13])[O-:14].[CH3:26][N:27]([CH3:28])[CH:29]=[O:30].[Cl:1][CH2:2][C:3]([C:4]([CH2:5][CH3:6])([CH3:7])[CH2:8][CH3:9])=[O:10].[K+:15].[K+:16].[OH:17][c:18]1[cH:19][cH:20][c:21]([Cl:22])[cH:23][c:24]1[Cl:25]>>[CH2:2]([C:3]([C:4]([CH2:5][CH3:6])([CH3:7])[CH2:8][CH3:9])=[O:10])[O:17][c:18]1[cH:19][cH:20][c:21]([Cl:22])[cH:23][c:24]1[Cl:25]. Reactants: CN(C1=CC=C(C=C1)C=CC1=CC=C(C=C1)S(=O)(=O)CCCOC(=O)C1COCCC1)C (4-dimethylamino-4'-[(3-tetrahydropyranoyloxy)-1-propylsulfonyl]stilbene), yellow oil, CC1=CC=C(C=C1)S(=O)(=O)CCCOC1OCCCC1 (3-(4-Methylphenyl)sulfonyl-1-tetrahydropyranyloxypropane), C1=CC2=C(C=C1C=O)OCO2 (piperonal). Solvent: ClCCl.C(C)(=O)OCC (dichloromethane ethyl acetate). Product: C1OC=2C=C(C=CC2OC1)C=CC1=CC=C(C=C1)S(=O)(=O)CCCOC1COCCC1 (3,4-Ethylenedioxy-4'-[(3-tetrahydropyranyloxy)-1-propylsulfonyl]stilbene). Reaction SMILES: CN(C)[C:3]1[CH:8]=[CH:7][C:6]([CH:9]=[CH:10][C:11]2[CH:16]=[CH:15][C:14]([S:17]([CH2:20][CH2:21][CH2:22][O:23]C(C3CCCOC3)=O)(=[O:19])=[O:18])=[CH:13][CH:12]=2)=[CH:5][CH:4]=1.CC1C=CC(S(CCCO[CH:47]2[CH2:52][CH2:51][CH2:50][CH2:49][O:48]2)(=O)=O)=CC=1.C1C(C=O)=C[C:56]2[O:61]C[O:63][C:55]=2C=1>ClCCl.C(OCC)(=O)C>[CH2:56]1[CH2:55][O:63][C:3]2[CH:8]=[CH:7][C:6]([CH:9]=[CH:10][C:11]3[CH:12]=[CH:13][C:14]([S:17]([CH2:20][CH2:21][CH2:22][O:23][CH:50]4[CH2:51][CH2:52][CH2:47][O:48][CH2:49]4)(=[O:19])=[O:18])=[CH:15][CH:16]=3)=[CH:5][C:4]=2[O:61]1 |f:3.4|. Procedure details: As in Example 3a 2.98 g (10 mmol) of 2a and 1.65 g (11 mol) of piperonal give, after column chromatography [silica gel; dichloromethane/ethyl acetate mixtures], 1.22 g (27%) of yellow oil.